This data is from the Open Reaction Database (ORD), a public repository of structured organic reaction records. The task is: describe an organic reaction: reactants, conditions, products, and yield Starting materials: CC(C)(C)OC(=O)NC1CC(C(=O)NCC(O)C(Cc2ccccc2)NC(=O)C(CC(N)=O)NC(=O)OCc2ccccc2)N(C(C)(C)C)C1, CCOC(C)=O, Cl. The product is CC(C)(C)N1CC(N)CC1C(=O)NCC(O)C(Cc1ccccc1)NC(=O)C(CC(N)=O)NC(=O)OCc1ccccc1, Cl. As a reaction SMILES: [CH2:1]([c:2]1[cH:3][cH:4][cH:5][cH:6][cH:7]1)[O:8][C:9](=[O:10])[NH:11][CH:12]([CH2:13][C:14]([NH2:15])=[O:16])[C:17](=[O:18])[NH:19][CH:20]([CH:21]([CH2:22][NH:23][C:24]([CH:25]1[N:26]([C:38]([CH3:39])([CH3:40])[CH3:41])[CH2:27][CH:28]([NH:30][C:31]([O:32][C:33]([CH3:34])([CH3:35])[CH3:36])=[O:37])[CH2:29]1)=[O:42])[OH:43])[CH2:44][c:45]1[cH:46][cH:47][cH:48][cH:49][cH:50]1.[CH3:52][CH2:53][O:54][C:55](=[O:56])[CH3:57].[ClH:51]>>[CH2:1]([c:2]1[cH:3][cH:4][cH:5][cH:6][cH:7]1)[O:8][C:9](=[O:10])[NH:11][CH:12]([CH2:13][C:14]([NH2:15])=[O:16])[C:17](=[O:18])[NH:19][CH:20]([CH:21]([CH2:22][NH:23][C:24]([CH:25]1[N:26]([C:38]([CH3:39])([CH3:40])[CH3:41])[CH2:27][CH:28]([NH2:30])[CH2:29]1)=[O:42])[OH:43])[CH2:44][c:45]1[cH:46][cH:47][cH:48][cH:49][cH:50]1.[ClH:51]. Reactants: ClC(Cl)(Cl)Cl, CCOC(=O)C(CC(C)C)c1ccc(N)c(OCC2CC2)c1, O=C1CCC(=O)N1Br, O. Product: CCOC(=O)C(CC(C)C)c1cc(Br)c(N)c(OCC2CC2)c1. RXN SMILES: [Cl:31][C:32]([Cl:33])([Cl:34])[Cl:35].[NH2:1][c:2]1[c:3]([O:18][CH2:19][CH:20]2[CH2:21][CH2:22]2)[cH:4][c:5]([CH:8]([C:9](=[O:10])[O:11][CH2:12][CH3:13])[CH2:14][CH:15]([CH3:16])[CH3:17])[cH:6][cH:7]1.[O:23]=[C:24]1[N:25]([Br:30])[C:26](=[O:27])[CH2:28][CH2:29]1.[OH2:36]>>[NH2:1][c:2]1[c:3]([O:18][CH2:19][CH:20]2[CH2:21][CH2:22]2)[cH:4][c:5]([CH:8]([C:9](=[O:10])[O:11][CH2:12][CH3:13])[CH2:14][CH:15]([CH3:16])[CH3:17])[cH:6][c:7]1[Br:30].